The task is: describe an organic reaction: reactants, conditions, products, and yield. This data is from the Open Reaction Database (ORD), a public repository of structured organic reaction records. Reactants: ClCC(C(C(=O)OCC)=NOC1CCCCC1)=O (Ethyl 4-chloro-2-cyclohexyloxyimino-3-oxobutyrate), NC(=S)N (thiourea), sodium acetate 3-hydrate, O (water). Solvent: C(C)O (ethanol). Yields the product NC=1SC=C(N1)C(C(=O)OCC)=NOC1CCCCC1 (ethyl 2-(2-aminothiazol-4-yl)-2-cyclohexyloxyiminoacetate). Yield: 12.0%. RXN SMILES: Cl[CH2:2][C:3](=O)[C:4](=[N:10][O:11][CH:12]1[CH2:17][CH2:16][CH2:15][CH2:14][CH2:13]1)[C:5]([O:7][CH2:8][CH3:9])=[O:6].[NH2:19][C:20]([NH2:22])=[S:21].O>C(O)C>[NH2:22][C:20]1[S:21][CH:2]=[C:3]([C:4](=[N:10][O:11][CH:12]2[CH2:17][CH2:16][CH2:15][CH2:14][CH2:13]2)[C:5]([O:7][CH2:8][CH3:9])=[O:6])[N:19]=1. Reported procedure: Ethyl 4-chloro-2-cyclohexyloxyimino-3-oxobutyrate (syn isomer, 27.8 g.), thiourea (7.7 g.), sodium acetate 3-hydrate (13.7 g.) water (70 ml.) and ethanol (140 ml.) were treated in a similar manner to that of Example F-(3) to give ethyl 2-(2-aminothiazol-4-yl)-2-cyclohexyloxyiminoacetate (syn isomer, 3.6 g.), mp 125° to 126° C. The reactants are SCCO (2-mercaptoethanol), [H-].[Na+] (sodium hydride), O (water), ClC1=NC2=CC=C(C=C2C(=N1)C1=CC=CC=C1)Cl (2,6-dichloro-4-phenylquinazoline). The solvent is CN(C)C=O (DMF). Run at time 30 minute. Product: ClC=1C=C2C(=NC(=NC2=CC1)SCCO)C1=CC=CC=C1 (6-chloro-2-(2-hydroxyethylthio)-4-phenylquinazoline). Isolated yield 84.0%. As a reaction SMILES: [SH:1][CH2:2][CH2:3][OH:4].[H-].[Na+].Cl[C:8]1[N:17]=[C:16]([C:18]2[CH:23]=[CH:22][CH:21]=[CH:20][CH:19]=2)[C:15]2[C:10](=[CH:11][CH:12]=[C:13]([Cl:24])[CH:14]=2)[N:9]=1.O>CN(C=O)C>[Cl:24][C:13]1[CH:14]=[C:15]2[C:10](=[CH:11][CH:12]=1)[N:9]=[C:8]([S:1][CH2:2][CH2:3][OH:4])[N:17]=[C:16]2[C:18]1[CH:23]=[CH:22][CH:21]=[CH:20][CH:19]=1 |f:1.2|. Procedure details: To a solution of 86 mg of 2-mercaptoethanol in DMF (7.5 ml) was added 44 mg of sodium hydride (60%), followed by stirring at room temperature for 30 minutes. To the reaction mixture was added 275 mg of 2,6-dichloro-4-phenylquinazoline (compound No. Ia1-3), followed by stirring at room temperature for 2 hours. The reaction solution was poured into 100 ml of water and extracted with ethyl acetate. The resultant extract was concentrated. The resulting residue was purified by silica gel column chrom... The reactants are CN1C[C@@H](N(CC1)C(=O)OC(C)(C)C)C(C)C (1,1-Dimethylethyl (2S)-4-methyl-2-(1-methylethyl)-1-piperazinecarboxylate), C(Cl)Cl (CH2Cl2). Run in O1CCOCC1 (dioxane), CO (MeOH), Cl (HCl), CO (MeOH), Cl (HCl), O1CCOCC1 (dioxane). Conditions: time 8 hour. The product is Cl.Cl.CN1C[C@@H](NCC1)C(C)C ((3S)-1-methyl-3-(1-methylethyl)piperazine, dihydrochloride). Reaction SMILES: [CH3:1][N:2]1[CH2:7][CH2:6][N:5](C(OC(C)(C)C)=O)[C@@H:4]([CH:15]([CH3:17])[CH3:16])[CH2:3]1.C(Cl)[Cl:19]>CO.Cl.O1CCOCC1>[ClH:19].[ClH:19].[CH3:1][N:2]1[CH2:7][CH2:6][NH:5][C@@H:4]([CH:15]([CH3:17])[CH3:16])[CH2:3]1 |f:5.6.7|. Reported procedure: 1,1-Dimethylethyl (2S)-4-methyl-2-(1-methylethyl)-1-piperazinecarboxylate (2.18 g crude, 8.76 assumed mmol) was dissolved in a mixture of MeOH (5 mL), CH2Cl2 (5 mL), and 4 N HCl in dioxane (8 mL). After stirring overnight at room temperature, another 8 mL of 4 N HCl in dioxane and 8 mL of MeOH were added, which dissolved the white precipitate that had formed and pushed the reaction to completion. Evaporation of the solvents in vacuo provided (3S)-1-methyl-3-(1-methylethyl)piperazine, dihydrochlo... The reactants are C([O-])([O-])=O.[Na+].[Na+] (sodium carbonate), COC(=O)C1=CC=2N(C=C1)C(=CN2)Br (3-Bromoimidazo[1,2-α]pyridine-7-carboxylic acid methyl ester), CC1(OB(OC1(C)C)C=1C=C(C=CC1)C1=C(SC=C1)C#N)C (3-[3-(4,4,5,5-tetramethyl-[1,3,2]dioxaborolan-2-yl)phenyl]thiophene-2-carbonitrile). The reagents and catalysts are C=1C=CC(=CC1)[P](C=2C=CC=CC2)(C=3C=CC=CC3)[Pd]([P](C=4C=CC=CC4)(C=5C=CC=CC5)C=6C=CC=CC6)([P](C=7C=CC=CC7)(C=8C=CC=CC8)C=9C=CC=CC9)[P](C=1C=CC=CC1)(C=1C=CC=CC1)C=1C=CC=CC1 (tetrakis(triphenylphosphine)palladium(0)). Solvent: COCCOC (1,2-dimethoxyethane). Conditions: temperature 80 celsius. Yields the product N (ammonia), COC(=O)C1=CC=2N(C=C1)C(=CN2)C2=CC(=CC=C2)C2=C(SC=C2)C#N (3-[3-(2-Cyanothien-3-yl)phenyl]imidazo[1,2-α]pyridine-7-carboxylic acid methyl ester). The yield is 132.9%. Reaction SMILES: [CH3:1][O:2][C:3]([C:5]1[CH:10]=[CH:9][N:8]2[C:11](Br)=[CH:12][N:13]=[C:7]2[CH:6]=1)=[O:4].CC1(C)C(C)(C)OB([C:23]2[CH:24]=[C:25]([C:29]3[CH:33]=[CH:32][S:31][C:30]=3[C:34]#[N:35])[CH:26]=[CH:27][CH:28]=2)O1.C(=O)([O-])[O-].[Na+].[Na+]>COCCOC.C1C=CC([P]([Pd]([P](C2C=CC=CC=2)(C2C=CC=CC=2)C2C=CC=CC=2)([P](C2C=CC=CC=2)(C2C=CC=CC=2)C2C=CC=CC=2)[P](C2C=CC=CC=2)(C2C=CC=CC=2)C2C=CC=CC=2)(C2C=CC=CC=2)C2C=CC=CC=2)=CC=1>[NH3:8].[CH3:1][O:2][C:3]([C:5]1[CH:10]=[CH:9][N:8]2[C:11]([C:27]3[CH:28]=[CH:23][CH:24]=[C:25]([C:29]4[CH:33]=[CH:32][S:31][C:30]=4[C:34]#[N:35])[CH:26]=3)=[CH:12][N:13]=[C:7]2[CH:6]=1)=[O:4] |f:2.3.4,^1:52,54,73,92|. Reported procedure: 3-Bromoimidazo[1,2-α]pyridine-7-carboxylic acid methyl ester (0.63 g, 2.47 mmol) and 3-[3-(4,4,5,5-tetramethyl-[1,3,2]dioxaborolan-2-yl)phenyl]thiophene-2-carbonitrile (0.55 g, 1.76 mmol) were suspended in 1,2-dimethoxyethane (10 ml) and 2N sodium carbonate solution (5 ml) and degassed with nitrogen for 30 min before addition of tetrakis(triphenylphosphine)palladium(0) (0.14 g, 0.12 mmol). The mixture was heated at 80° C. for 18 h then cooled to room temperature. The mixture was partitioned betw... Procedure details: 4-Hydroxypiperidine (3.62 g, 35.8 mmol) and 37% formalin solution (2.9 g, 35.8 mmol) were dissolved in acetic acid (150 mL) and stirred at room temperature for 1 h. To this solution was added a solution of pyrrolo[2,1-f][1,2,4]triazin-4-amine (2.0 g, 14.9 mmol; prepared according to the procedure described in WO 2007/056170-A2, Intermediate A) in acetic acid (150 mL), and the mixture was stirred at 60° C. for 2 h. The solvent was then evaporated, and the residue was taken up in 200 mL of half-co... Run in C(C)(=O)O (acetic acid), C(C)(=O)O (acetic acid). Starting materials: N=1N2C(C(=NC1)N)=CC=C2 (pyrrolo[2,1-f][1,2,4]triazin-4-amine), Intermediate A, OC1CCNCC1 (4-Hydroxypiperidine), C=O (formalin). Reaction SMILES: [OH:1][CH:2]1[CH2:7][CH2:6][NH:5][CH2:4][CH2:3]1.[CH2:8]=O.[N:10]1[N:11]2[CH:19]=[CH:18][CH:17]=[C:12]2[C:13]([NH2:16])=[N:14][CH:15]=1>C(O)(=O)C>[NH2:16][C:13]1[C:12]2=[CH:17][CH:18]=[C:19]([CH2:8][N:5]3[CH2:6][CH2:7][CH:2]([OH:1])[CH2:3][CH2:4]3)[N:11]2[N:10]=[CH:15][N:14]=1. Yields the product NC1=NC=NN2C1=CC=C2CN2CCC(CC2)O (1-[(4-Aminopyrrolo[2,1-f][1,2,4]triazin-7-yl)methyl]piperidin-4-ol). Reaction conditions: time 1 hour. The reactants are O1CCCC1 (tetrahydrofuran), dimethyl ester, ClC1=CC=C(C=C1)C(CCC(=O)O)(CCC(=O)O)C#N (4-(p-chlorophenyl)-4-cyanopimelic acid), C(#N)C(CCC(=O)O)(CCC(=O)O)C1=CC(=C(C=C1)OC)OC (4-cyano-4-(3,4-dimethoxyphenyl)pimelic acid), dimethyl ester, CC(C)([O-])C.[K+] (potassium tert-butoxide). The solvent is C(C)(=O)O (acetic acid). Product: C(=O)(OC)C1C(CCC(C1)(C1=CC(=C(C=C1)OC)OC)C#N)=O (2-carbomethoxy-4-cyano-4-(3,4-dimethoxyphenyl)cyclohexanone). Yield: 94.0%. RXN SMILES: [C:1]([C:3]([C:14]1[CH:19]=[CH:18][C:17]([O:20][CH3:21])=[C:16]([O:22][CH3:23])[CH:15]=1)([CH2:9][CH2:10][C:11]([OH:13])=[O:12])[CH2:4][CH2:5][C:6]([OH:8])=O)#[N:2].Cl[C:25]1C=CC(C(C#N)(CCC(O)=O)CCC(O)=O)=CC=1.O1CCCC1.CC(C)([O-])C.[K+]>C(O)(=O)C>[C:11]([CH:10]1[CH2:9][C:3]([C:1]#[N:2])([C:14]2[CH:19]=[CH:18][C:17]([O:20][CH3:21])=[C:16]([O:22][CH3:23])[CH:15]=2)[CH2:4][CH2:5][C:6]1=[O:8])([O:13][CH3:25])=[O:12] |f:3.4|. Procedure: Following the procedure of Example 1, Part B, but substituting 34.25 gm. (0.098 mole) of the dimethyl ester of 4-cyano-4-(3,4-dimethoxyphenyl)pimelic acid (prepared in Part A, above) for the dimethyl ester of 4-(p-chlorophenyl)-4-cyanopimelic acid and using 640 ml. of the tetrahydrofuran, 22.0 gm. (0.196 mole) of the potassium tert-butoxide and 155 ml. of the 2.5 N of the aqueous acetic acid instead of the 700 ml. the 24.4 gm. (0.218 mole), and the 175 ml. respectively, there is prepared 29.2 gm... Reactants: ClC1=CC=C(C=C1)C1=NSC(=N1)N1CCN(CC1)CC(O)C1=CC=C(C=C1)OC (2-(4-(3-(4-chlorophenyl)-1,2,4-thiadiazol-5-yl)piperazin-1-yl)-1-(4-methoxyphenyl)ethanol), CCN(CC)S(F)(F)F (DAST), C(=O)([O-])[O-].[Na+].[Na+] (Na2CO3). Run in C(Cl)Cl (DCM). Run at time 2 hour. Product: ClC1=CC=C(C=C1)C1=NSC(=N1)N1CCN(CC1)CC(C1=CC=C(C=C1)OC)F (1-[3-(4-Chloro-phenyl)-[1,2,4]thiadiazol-5-yl]-4-[2-fluoro-2-(4-methoxy-phenyl)-ethyl]-piperazine). As a reaction SMILES: [Cl:1][C:2]1[CH:7]=[CH:6][C:5]([C:8]2[N:12]=[C:11]([N:13]3[CH2:18][CH2:17][N:16]([CH2:19][CH:20]([C:22]4[CH:27]=[CH:26][C:25]([O:28][CH3:29])=[CH:24][CH:23]=4)O)[CH2:15][CH2:14]3)[S:10][N:9]=2)=[CH:4][CH:3]=1.CCN(S(F)(F)[F:36])CC.C([O-])([O-])=O.[Na+].[Na+]>C(Cl)Cl>[Cl:1][C:2]1[CH:7]=[CH:6][C:5]([C:8]2[N:12]=[C:11]([N:13]3[CH2:18][CH2:17][N:16]([CH2:19][CH:20]([F:36])[C:22]4[CH:27]=[CH:26][C:25]([O:28][CH3:29])=[CH:24][CH:23]=4)[CH2:15][CH2:14]3)[S:10][N:9]=2)=[CH:4][CH:3]=1 |f:2.3.4|. Reported procedure: A mixture of 2-(4-(3-(4-chlorophenyl)-1,2,4-thiadiazol-5-yl)piperazin-1-yl)-1-(4-methoxyphenyl)ethanol (30 mg, 69.6 μmol) and DAST (22.4 mg, 18.4 μl, 139 μmol) in 2 mL DCM at 0-5° C. was warmed to RT and stirred for 2 h. 10% aq. Na2CO3-solution was added and stirred for 10 min. The organic layer was separated and concentrated in vacuo. The residue was purified by column chromatography on silica eluting with a gradient formed from heptane and EtOAc to yield, after evaporation of the product conta...